From a dataset of the Open Reaction Database (ORD), a public repository of structured organic reaction records. describe an organic reaction: reactants, conditions, products, and yield Starting materials: C[Mg]Br, CCOCC, C1CCOC1, [Cl-], CC(=O)c1ncc(O)cc1Cl, [Na+]. Product: CC(C)(O)c1ncc(O)cc1Cl. As a reaction SMILES: [Br:12][Mg:13][CH3:14].[CH2:15]([O:16][CH2:17][CH3:18])[CH3:19].[CH2:22]1[O:23][CH2:24][CH2:25][CH2:26]1.[Cl-:21].[Cl:1][c:2]1[c:3]([C:9]([CH3:10])=[O:11])[n:4][cH:5][c:6]([OH:8])[cH:7]1.[Na+:20]>>[Cl:1][c:2]1[c:3]([C:9]([CH3:10])([OH:11])[CH3:14])[n:4][cH:5][c:6]([OH:8])[cH:7]1. Reactants: C1(=C(C=CC=C1)S(=O)(=O)Cl)C (tolylsulfonyl chloride), C(C)(=O)N[C@@H]1[C@@H](OCC=C)O[C@@H]([C@H]([C@@H]1OC(C)=O)OC(C)=O)COC(C)=O (allyl 2-acetamido-3,4,6-tri-O-acetyl-2-deoxy-α-D-mannopyranoside), C[O-].[Na+] (NaOMe), C(C)(=O)OC(C)=O (Acetic anhydride). The solvent is N1=CC=CC=C1 (pyridine), C(Cl)Cl (CH2Cl2), N1=CC=CC=C1 (pyridine), CO (MeOH), C(Cl)Cl (CH2Cl2). Reaction conditions: time 10 hour. Product: C(C)(=O)N[C@@H]1[C@@H](OCC=C)O[C@@H]([C@H]([C@@H]1OC(C)=O)OC(C)=O)COS(=O)(=O)C1=C(C=CC=C1)C (allyl 2-acetamido-3,4-di-O-acetyl-2-deoxy-6-O-tolylsulfonyl-α-D-mannopyranoside). The yield is 44.0%. As a reaction SMILES: [C:1]([NH:4][C@H:5]1[C@@H:14]([O:15][C:16](=[O:18])[CH3:17])[C@H:13]([O:19][C:20](=[O:22])[CH3:21])[C@@H:12]([CH2:23][O:24]C(=O)C)[O:11][C@@H:6]1[O:7][CH2:8][CH:9]=[CH2:10])(=[O:3])[CH3:2].C[O-].[Na+].[C:31]1([CH3:41])[CH:36]=[CH:35][CH:34]=[CH:33][C:32]=1[S:37](Cl)(=[O:39])=[O:38].C(OC(=O)C)(=O)C>CO.N1C=CC=CC=1.C(Cl)Cl>[C:1]([NH:4][C@H:5]1[C@@H:14]([O:15][C:16](=[O:18])[CH3:17])[C@H:13]([O:19][C:20](=[O:22])[CH3:21])[C@@H:12]([CH2:23][O:24][S:37]([C:32]2[CH:33]=[CH:34][CH:35]=[CH:36][C:31]=2[CH3:41])(=[O:39])=[O:38])[O:11][C@@H:6]1[O:7][CH2:8][CH:9]=[CH2:10])(=[O:3])[CH3:2] |f:1.2|. Reported procedure: A solution of allyl 2-acetamido-3,4,6-tri-O-acetyl-2-deoxy-α-D-mannopyranoside, prepared as described above, (6.46 g, 16.7 mmol) and methanolic NaOMe (2 mL; 1M solution) in MeOH (100 mL) was stirred for two hours at room temperature, and neutralized by addition of Dowex 50W-X8 [H+ ]. After the resin was filtered off, the filtrate was concentrated followed by coevaporation with pyridine. A solution of tolylsulfonyl chloride (3.50 g, 18.3 mmol) in pyridine (20 mL) and CH2Cl2 (30 mL) was added drop... Starting materials: FC=1C=C(C=C(C1OC1CCN(CC1)CC1=NC(=NO1)C(F)(F)F)F)C1(CCN(CC1)C(=O)OC(C)(C)C)F (tert-butyl 4-(3,5-difluoro-4-((1-((3-(trifluoromethyl)-1,2,4-oxadiazol-5-yl)methyl)piperidin-4-yl)oxy)phenyl)-4-fluoropiperidine-1-carboxylate), Cl (hydrogen chloride). Solvent: ClCCl (dichloromethane), O1CCOCC1 (dioxane). Run at time 1 hour. Yields the product FC1=C(OC2CCN(CC2)CC2=NC(=NO2)C(F)(F)F)C(=CC(=C1)C1(CCNCC1)F)F (5-((4-(2,6-difluoro-4-(4-fluoropiperidin-4-yl)phenoxy)piperidin-1-yl)methyl)-3-(trifluoromethyl)-1,2,4-oxadiazole), hydrochloride salt. RXN SMILES: [F:1][C:2]1[CH:3]=[C:4]([C:26]2([F:39])[CH2:31][CH2:30][N:29](C(OC(C)(C)C)=O)[CH2:28][CH2:27]2)[CH:5]=[C:6]([F:25])[C:7]=1[O:8][CH:9]1[CH2:14][CH2:13][N:12]([CH2:15][C:16]2[O:20][N:19]=[C:18]([C:21]([F:24])([F:23])[F:22])[N:17]=2)[CH2:11][CH2:10]1.Cl>ClCCl.O1CCOCC1>[F:1][C:2]1[CH:3]=[C:4]([C:26]2([F:39])[CH2:31][CH2:30][NH:29][CH2:28][CH2:27]2)[CH:5]=[C:6]([F:25])[C:7]=1[O:8][CH:9]1[CH2:14][CH2:13][N:12]([CH2:15][C:16]2[O:20][N:19]=[C:18]([C:21]([F:24])([F:22])[F:23])[N:17]=2)[CH2:11][CH2:10]1. Procedure details: A solution of tert-butyl 4-(3,5-difluoro-4-((1-((3-(trifluoromethyl)-1,2,4-oxadiazol-5-yl)methyl)piperidin-4-yl)oxy)phenyl)-4-fluoropiperidine-1-carboxylate D1i in dichloromethane (5 mL) is treated with hydrogen chloride in dioxane (4 M solution; 0.1 mL, 0.4 mL). The mixture is stirred at room temperature for 1 hour and concentrated to yield 5-((4-(2,6-difluoro-4-(4-fluoropiperidin-4-yl)phenoxy)piperidin-1-yl)methyl)-3-(trifluoromethyl)-1,2,4-oxadiazole D1j (hydrochloride salt) as an oil. LCMS c... The reactants are CS(=O)(=O)C1=CC(=CC(=C1)[N+](=O)[O-])OC (1-Methylsulfonyl-3-methoxy-5-nitro-benzene). Reagents/catalysts: [Pd] (Pd/C). Run in CO (methanol), ClCCl (dichloromethane). The product is CS(=O)(=O)C=1C=C(N)C=C(C1)OC (3-(Methylsulfonyl)-5-methoxy-aniline). RXN SMILES: [CH3:1][S:2]([C:5]1[CH:10]=[C:9]([N+:11]([O-])=O)[CH:8]=[C:7]([O:14][CH3:15])[CH:6]=1)(=[O:4])=[O:3]>CO.ClCCl.[Pd]>[CH3:1][S:2]([C:5]1[CH:10]=[C:9]([CH:8]=[C:7]([O:14][CH3:15])[CH:6]=1)[NH2:11])(=[O:3])=[O:4]. Procedure details: 1-Methylsulfonyl-3-methoxy-5-nitro-benzene (1.3 g; 5.6 mmol) was dissolved in methanol (40 ml) and 80 mg Pd/C (5% w/w) were added and the reaction mixture was hydrogenated at 2 bar. The mixture was then diluted with dichloromethane, filtrated above over a celite pad, concentrated and the residual was crystallized from methanol. 0.5 g (2.48 mmol; 44% yield) of a solid were obtained. The reactants are Cl (hydrochloric acid), C(C)C=1C=C(C=CC1O)CCCC=1C=C(C(C(=O)OC)=CC1)C(=O)OC (dimethyl 4-[3-(3-ethyl-4-hydroxyphenyl)propyl]phthalate), [H-].[Al+3].[Li+].[H-].[H-].[H-] (lithium aluminum hydride), [OH-].[Na+] (sodium hydroxide). Solvent: C(C)OCC (ethyl ether), O (water), O (water). Run at time 30 minute. Product: OCC=1C=C(C=CC1CO)CCCC1=CC(=C(C=C1)O)CC (4-[3-(3,4-Bis-hydroxymethyl-phenyl)-propyl]-2-ethyl-phenol). Reaction SMILES: [CH2:1]([C:3]1[CH:4]=[C:5]([CH2:10][CH2:11][CH2:12][C:13]2[CH:14]=[C:15]([C:23](OC)=[O:24])[C:16](=[CH:21][CH:22]=2)[C:17](OC)=[O:18])[CH:6]=[CH:7][C:8]=1[OH:9])[CH3:2].[H-].[Al+3].[Li+].[H-].[H-].[H-].[OH-].[Na+].Cl>C(OCC)C.O>[OH:24][CH2:23][C:15]1[CH:14]=[C:13]([CH2:12][CH2:11][CH2:10][C:5]2[CH:6]=[CH:7][C:8]([OH:9])=[C:3]([CH2:1][CH3:2])[CH:4]=2)[CH:22]=[CH:21][C:16]=1[CH2:17][OH:18] |f:1.2.3.4.5.6,7.8|. Procedure details: 1.7 g (4.8 mmol) of dimethyl 4-[3-(3-ethyl-4-hydroxyphenyl)propyl]phthalate (Example 1f are dissolved in 50 ml of ethyl ether, and this solution is slowly added to a suspension of 435 mg (11.4 mmol) of lithium aluminum hydride. The medium is stirred for 30 minutes and is then sequentially treated with 450 μl of water, 450 μl of 15% sodium hydroxide and 1.5 ml of water. The reaction medium is poured into a 1N hydrochloric acid solution, and extracted with ethyl ether. A white solid is obtained (m... Starting materials: BrC1=CC2=C(OC3=C(C(C2)=O)C(=CC(=C3)OC)OC)C=C1 (2-Bromo-7,9-dimethoxy-10,11-dihydrodibenzo[b,f]oxepin-10-one), C1(=CC=CC=C1)P(C1=CC=CC=C1)C1=CC=CC=C1 (triphenylphosphine), C(C)(C)N(CC)C(C)C (diisopropylethylamine), C(#C)[Si](C)(C)C (ethynyl trimethylsilane). Reagents/catalysts: [Cu](I)I (copper iodide). The solvent is C(C)(=O)OCC (ethyl acetate), CN1C(CCC1)=O (N-methyl-2-pyrrolidone). Reaction conditions: temperature 80 celsius. Product: COC1=CC2=C(C(CC3=C(O2)C=CC=C3C#C[Si](C)(C)C)=O)C(=C1)OC (7,9-dimethoxy-2-trimethylsilylethynyl-10,11-dihydrodibenzo[b,f]oxepin-10-one). Isolated yield 80.1%. RXN SMILES: Br[C:2]1[CH:21]=[CH:20][C:5]2[O:6][C:7]3[CH:15]=[C:14]([O:16][CH3:17])[CH:13]=[C:12]([O:18][CH3:19])[C:8]=3[C:9](=[O:11])[CH2:10][C:4]=2[CH:3]=1.C1(P(C2C=CC=CC=2)C2C=CC=CC=2)C=CC=CC=1.C(N(C(C)C)CC)(C)C.[C:50]([Si:52]([CH3:55])([CH3:54])[CH3:53])#[CH:51]>CN1CCCC1=O.C(OCC)(=O)C.[Cu](I)I>[CH3:17][O:16][C:14]1[CH:13]=[C:12]([O:18][CH3:19])[C:8]2[C:9](=[O:11])[CH2:10][C:4]3[C:3]([C:51]#[C:50][Si:52]([CH3:55])([CH3:54])[CH3:53])=[CH:2][CH:21]=[CH:20][C:5]=3[O:6][C:7]=2[CH:15]=1. Procedure: 2-Bromo-7,9-dimethoxy-10,11-dihydrodibenzo[b,f]oxepin-10-one 500 mg (F. W. 349.18, 1.43 mmol) prepared in the first stage of Production Example 79, triphenylphosphine 75 mg (F. W. 262.29, 0.062 mmol), trisbenzylidene acetone dipalladium chloroform complex 74 mg (F. W. 1035.08, 0.015 mmol), diisopropylethylamine 575 μl (F. W. 98.22, d=0.742, 2.86 mmol), ethynyl trimethylsilane 350 μl (F. W. 98.22, d=0.742, 2.86 mmol) and copper iodide 27.5 mg (F. W. 190.44, 0.143 mmol) were dissolved in N-methyl-... The reactants are OC=1C2=C(N=CN1)C(=CC=N2)C(=O)N (4-hydroxy-pyrido[3,2-d]pyrimidine-8-carboxylic acid amide), NC1CN(CCC1C1=CC=C(C=C1)C(F)(F)F)C(=O)OC(C)(C)C (tert-butyl 3-amino-4-(4-(trifluoromethyl)phenyl)piperidine-1-carboxylate). The product is FC(C1=CC=C(C=C1)C1C(CNCC1)NC=1C2=C(N=CN1)C(=CC=N2)C(=O)N)(F)F (4-((4-(4-(trifluoromethyl)phenyl)piperidin-3-yl)amino)pyrido[3,2-d]pyrimidine-8-carboxamide). Reaction SMILES: O[C:2]1[C:3]2[N:11]=[CH:10][CH:9]=[C:8]([C:12]([NH2:14])=[O:13])[C:4]=2[N:5]=[CH:6][N:7]=1.[NH2:15][CH:16]1[CH:21]([C:22]2[CH:27]=[CH:26][C:25]([C:28]([F:31])([F:30])[F:29])=[CH:24][CH:23]=2)[CH2:20][CH2:19][N:18](C(OC(C)(C)C)=O)[CH2:17]1>>[F:31][C:28]([F:29])([F:30])[C:25]1[CH:24]=[CH:23][C:22]([CH:21]2[CH2:20][CH2:19][NH:18][CH2:17][CH:16]2[NH:15][C:2]2[C:3]3[N:11]=[CH:10][CH:9]=[C:8]([C:12]([NH2:14])=[O:13])[C:4]=3[N:5]=[CH:6][N:7]=2)=[CH:27][CH:26]=1. Reported procedure: Compound 25 was prepared following general synthesis scheme 9 wherein 4-hydroxy-pyrido[3,2-d]pyrimidine-8-carboxylic acid amide was reacted with tert-butyl 3-amino-4-(4-(trifluoromethyl)phenyl)piperidine-1-carboxylate to give the title compound. LC-MS [417 (M+H)], 1H NMR (400 MHz, DMSO-d6) δ 9.77 (d, 1H), 8.99 (d, 1H), 8.93-8.82 (m, 1H), 8.82-8.70 (m, 1H), 8.65 (d, 1H), 8.36 (d, 2H), 8.16 (d, 1H), 7.48 (t, 4H), 5.37-5.21 (m, 1H), 3.75-3.42 (m, 1H), 3.26-3.06 (m, 1H), 2.02 (d, 1H). The reactants are CCS(=O)(=O)c1ccc(-c2ccc(C3CCN(C(=O)OC(C)(C)C)CC3)nc2)cc1, ClCCl, O=C(O)C(F)(F)F, [Na+], [OH-]. The product is CCS(=O)(=O)c1ccc(-c2ccc(C3CCNCC3)nc2)cc1. As a reaction SMILES: [C:1]([O:2][C:3](=[O:4])[N:8]1[CH2:9][CH2:10][CH:11]([c:14]2[n:15][cH:16][c:17](-[c:20]3[cH:21][cH:22][c:23]([S:26](=[O:27])(=[O:28])[CH2:29][CH3:30])[cH:24][cH:25]3)[cH:18][cH:19]2)[CH2:12][CH2:13]1)([CH3:5])([CH3:6])[CH3:7].[Cl:40][CH2:41][Cl:42].[F:31][C:32]([F:33])([F:34])[C:35]([OH:36])=[O:37].[Na+:39].[OH-:38]>>[NH:8]1[CH2:9][CH2:10][CH:11]([c:14]2[n:15][cH:16][c:17](-[c:20]3[cH:21][cH:22][c:23]([S:26](=[O:27])(=[O:28])[CH2:29][CH3:30])[cH:24][cH:25]3)[cH:18][cH:19]2)[CH2:12][CH2:13]1.